From a dataset of the Open Reaction Database (ORD), a public repository of structured organic reaction records. describe an organic reaction: reactants, conditions, products, and yield Starting materials: aqueous solution, [OH-].[Na+] (sodium hydroxide), C1(=CC=CC=C1)CC(C(=O)O)=O (phenylpyruvic acid), CI (methyl iodide), aqueous solution, [OH-].[Na+] (sodium hydroxide), Cl (hydrochloric acid). Solvent: CO (methanol). Conditions: time 10 hour. Product: O=C(C(=O)[O-])C(C)C1=CC=CC=C1.[Na+] (sodium 2-oxo-3-phenylbutanoate). Isolated yield 81.0%. RXN SMILES: [OH-].[Na+:2].[C:3]1([CH2:9][C:10](=[O:14])[C:11]([OH:13])=[O:12])[CH:8]=[CH:7][CH:6]=[CH:5][CH:4]=1.[CH3:15]I.Cl>CO>[O:14]=[C:10]([CH:9]([C:3]1[CH:8]=[CH:7][CH:6]=[CH:5][CH:4]=1)[CH3:15])[C:11]([O-:13])=[O:12].[Na+:2] |f:0.1,6.7|. Procedure details: A 1N aqueous solution of sodium hydroxide (20 ml, 20 mmoles) and 40 ml of methanol were added to 1.64 g (10.0 mmoles) of phenylpyruvic acid to form a solution. Then, 2.0 ml of methyl iodide was added, and the mixture was stirred at room temperature for 10 hours. The reaction mixture was acidified with 1N hydrochloric acid, and extracted with 150 ml of ether. The ether layer was dried over magnesium sulfate and concentrated under reduced pressure to give a pale yellowish white solid. To the solid... The reactants are CCOC(=O)C1CCN(C(=O)OC(C)(C)C)CC1, C1CCOC1, [Li]CCCC, CI, CCOC(C)=O, CC(C)NC(C)C. The product is CCOC(=O)C1(C)CCN(C(=O)OC(C)(C)C)CC1. As a reaction SMILES: [CH2:13]([CH3:14])[O:15][C:16]([CH:17]1[CH2:18][CH2:19][N:20]([C:23](=[O:24])[O:25][C:26]([CH3:27])([CH3:28])[CH3:29])[CH2:21][CH2:22]1)=[O:30].[CH2:33]1[O:34][CH2:35][CH2:36][CH2:37]1.[CH2:8]([Li:9])[CH2:10][CH2:11][CH3:12].[CH3:31][I:32].[CH3:38][CH2:39][O:40][C:41](=[O:42])[CH3:43].[CH:1]([NH:2][CH:3]([CH3:4])[CH3:5])([CH3:6])[CH3:7]>>[CH3:1][C:17]1([C:16]([O:15][CH2:13][CH3:14])=[O:30])[CH2:18][CH2:19][N:20]([C:23](=[O:24])[O:25][C:26]([CH3:27])([CH3:28])[CH3:29])[CH2:21][CH2:22]1. Reactants: C1(CCCCCC1)C1=CC=C(C=C1)CCO (β-(p-cycloheptyl-phenyl)-ethanol), N1=CC=CC=C1 (pyridine), S(=O)(Cl)Cl (thionyl chloride). The solvent is O (water). Reaction conditions: time 2 hour. Yields the product C1(CCCCCC1)C1=CC=C(C=C1)CCCl (β-(p-cycloheptyl-phenyl)-ethyl chloride). As a reaction SMILES: [CH:1]1([C:8]2[CH:13]=[CH:12][C:11]([CH2:14][CH2:15]O)=[CH:10][CH:9]=2)[CH2:7][CH2:6][CH2:5][CH2:4][CH2:3][CH2:2]1.N1C=CC=CC=1.S(Cl)([Cl:25])=O>O>[CH:1]1([C:8]2[CH:13]=[CH:12][C:11]([CH2:14][CH2:15][Cl:25])=[CH:10][CH:9]=2)[CH2:7][CH2:6][CH2:5][CH2:4][CH2:3][CH2:2]1. Procedure details: 73.6 g of β-(p-cycloheptyl-phenyl)-ethanol are mixed with 31.6 ml of absolute pyridine. 29.5 ml of thionyl chloride are added dropwise to this mixture, whilst cooling with ice. Thereafter, the reaction mixture is slowly heated to 100°-110° C and kept at this temperature for 2 hours. The reaction solution is again cooled to room temperature, 69 ml of water are added, and the whole is extracted with a mixture of ether and chloroform. The organic phase is washed twice with 2 N sodium carbonate solu... The reactants are CC(C)(C)[Si](OCCN1N=NC=C1COC1=NN2C(C3=CC=CC=C13)=NN=C2C2=NOC(=C2)C)(C)C (6-({[1-(2-{[(dimethylethyl)(dimethyl)silyl]oxy}ethyl)-1H-[1,2,3]triazol-5-yl]methyl}oxy)-3-(5-methylisoxazol-3-yl)-[1,2,4]triazolo[3,4-α]phthalazine), C1(=CC=C(C=C1)S(=O)(=O)[O-])C.[NH+]1=CC=CC=C1 (pyridinium para-toluenesulfonate). Solvent: CCO (EtOH). The product is CC1=CC(=NO1)C1=NN=C2N1N=C(C1=CC=CC=C21)OCC2=CN=NN2CCO (2-[5-({[3-(5-Methylisoxazol-3-yl)-[1,2,4]triazolo[3,4-α]phthalazin-6-yl]oxy}methyl]-1H-[1,2,3]triazol-1-yl]ethanol). Yield: 91.1%. As a reaction SMILES: CC([Si](C)(C)[O:6][CH2:7][CH2:8][N:9]1[C:13]([CH2:14][O:15][C:16]2[C:25]3[C:20](=[CH:21][CH:22]=[CH:23][CH:24]=3)[C:19]3=[N:26][N:27]=[C:28]([C:29]4[CH:33]=[C:32]([CH3:34])[O:31][N:30]=4)[N:18]3[N:17]=2)=[CH:12][N:11]=[N:10]1)(C)C.C1(C)C=CC(S([O-])(=O)=O)=CC=1.[NH+]1C=CC=CC=1>CCO>[CH3:34][C:32]1[O:31][N:30]=[C:29]([C:28]2[N:18]3[N:17]=[C:16]([O:15][CH2:14][C:13]4[N:9]([CH2:8][CH2:7][OH:6])[N:10]=[N:11][CH:12]=4)[C:25]4[C:20]([C:19]3=[N:26][N:27]=2)=[CH:21][CH:22]=[CH:23][CH:24]=4)[CH:33]=1 |f:1.2|. Procedure details: A solution of 6-({[1-(2-{[(dimethylethyl)(dimethyl)silyl]oxy}ethyl)-1H-[1,2,3]triazol-5-yl]methyl}oxy)-3-(5-methylisoxazol-3-yl)-[1,2,4]triazolo[3,4-α]phthalazine (606 mg, 1.2 mmol) and pyridinium para-toluenesulfonate (602 mg, 2.4 mmol) in EtOH (100 ml) was heated at 70° C. for 36 h. The reaction was cooled to room temperature and concentrated to approximately 25 ml, the resulting solid was filtered off and dried to yield the desired phthalazine (429 mg, 91%). 1H NMR (360 MHz, d6-DMSO) δ 8.55 (... Starting materials: O=C([O-])[O-], CCn1ncc(C(=O)c2cc(C)c3c(c2C)C(=O)C(C)(C)CS3(=O)=O)c1O, CCCS(=O)(=O)Cl, C[N+](C)(C)Cc1ccccc1, [Cl-], ClCCl, [K+], [K+], O. Product: CCCS(=O)(=O)Oc1c(C(=O)c2cc(C)c3c(c2C)C(=O)C(C)(C)CS3(=O)=O)cnn1CC. As a reaction SMILES: [C:28](=[O:29])([O-:30])[O-:31].[CH2:1]([CH3:2])[n:3]1[n:4][cH:5][c:6]([C:9](=[O:10])[c:11]2[c:12]([CH3:27])[c:13]3[c:18]([c:19]([CH3:21])[cH:20]2)[S:17](=[O:22])(=[O:23])[CH2:16][C:15]([CH3:24])([CH3:25])[C:14]3=[O:26])[c:7]1[OH:8].[CH2:34]([CH2:35][CH3:36])[S:37](=[O:38])(=[O:39])[Cl:40].[CH2:46]([N+:47]([CH3:48])([CH3:49])[CH3:50])[c:51]1[cH:52][cH:53][cH:54][cH:55][cH:56]1.[Cl-:45].[Cl:41][CH2:42][Cl:43].[K+:32].[K+:33].[OH2:44]>>[CH2:1]([CH3:2])[n:3]1[n:4][cH:5][c:6]([C:9](=[O:10])[c:11]2[c:12]([CH3:27])[c:13]3[c:18]([c:19]([CH3:21])[cH:20]2)[S:17](=[O:22])(=[O:23])[CH2:16][C:15]([CH3:24])([CH3:25])[C:14]3=[O:26])[c:7]1[O:8][S:37]([CH2:34][CH2:35][CH3:36])(=[O:38])=[O:39]. RXN SMILES: [CH:1]([CH3:2])([CH3:3])[c:4]1[n:5][n:6][c:7]([N:9]([S:10](=[O:11])(=[O:12])[c:13]2[cH:14][cH:15][c:16]([O:19][CH2:20][c:21]3[c:22]([CH3:36])[n:23][c:24](-[c:26]4[cH:27][cH:28][c:29]([C:32]([F:33])([F:34])[F:35])[cH:30][cH:31]4)[s:25]3)[cH:17][cH:18]2)[CH2:37][O:38][CH2:39][CH2:40][Si:41]([CH3:42])([CH3:43])[CH3:44])[s:8]1.[O:45]1[CH2:46][CH2:47][CH2:48][CH2:49]1>>[CH:1]([CH3:2])([CH3:3])[c:4]1[n:5][n:6][c:7]([NH:9][S:10](=[O:11])(=[O:12])[c:13]2[cH:14][cH:15][c:16]([O:19][CH2:20][c:21]3[c:22]([CH3:36])[n:23][c:24](-[c:26]4[cH:27][cH:28][c:29]([C:32]([F:33])([F:34])[F:35])[cH:30][cH:31]4)[s:25]3)[cH:17][cH:18]2)[s:8]1. Reactants: Cc1nc(-c2ccc(C(F)(F)F)cc2)sc1COc1ccc(S(=O)(=O)N(COCC[Si](C)(C)C)c2nnc(C(C)C)s2)cc1, C1CCOC1. Product: Cc1nc(-c2ccc(C(F)(F)F)cc2)sc1COc1ccc(S(=O)(=O)Nc2nnc(C(C)C)s2)cc1. Product: OC(COCCCl)c1ccc2cc(OCc3ccccc3)ccc2c1. The reactants are O=Cc1ccc2cc(OCc3ccccc3)ccc2c1, CCOC(C)=O, CC(C)OC(C)C, [Cl-], [Cl-], [Mg+]COCCCl, [NH4+], C1CCOC1, O. Reaction SMILES: [CH2:1]([c:2]1[cH:3][cH:4][cH:5][cH:6][cH:7]1)[O:8][c:9]1[cH:10][c:11]2[cH:12][cH:13][c:14]([CH:19]=[O:20])[cH:15][c:16]2[cH:17][cH:18]1.[CH3:42][CH2:43][O:44][C:45](=[O:46])[CH3:47].[CH:30]([O:31][CH:32]([CH3:33])[CH3:34])([CH3:35])[CH3:36].[Cl-:21].[Cl-:28].[Cl:22][CH2:23][CH2:24][O:25][CH2:26][Mg+:27].[NH4+:29].[O:37]1[CH2:38][CH2:39][CH2:40][CH2:41]1.[OH2:48]>>[CH2:1]([c:2]1[cH:3][cH:4][cH:5][cH:6][cH:7]1)[O:8][c:9]1[cH:10][c:11]2[cH:12][cH:13][c:14]([CH:19]([OH:20])[CH2:26][O:25][CH2:24][CH2:23][Cl:22])[cH:15][c:16]2[cH:17][cH:18]1.